Dataset: the Open Reaction Database (ORD), a public repository of structured organic reaction records. Task: describe an organic reaction: reactants, conditions, products, and yield Starting materials: mixture, ClC=1C(=C(C=CC1)S(=O)(=O)Cl)C (3-chloro-2-methylbenzenesulphonyl chloride), ON1N=NC2=C1C=CC=C2 (N-hydroxybenzotriazole), ClC=1C(=C(C=CC1)S(=O)(=O)NC1=CC2=C(N(C(=N2)C)S(=O)(=O)C2=C(C(=CC=C2)Cl)C)C=C1)C (3-chloro-N-[1-(3-chloro-2-methylbenzenesulphonyl)-2-methyl-1H-benzoimidazol-5-yl]-2-methyl-benzenesulphonamide), ClC=1C(=C(C=CC1)S(=O)(=O)NC=1C=CC2=C(N(C(=N2)C)S(=O)(=O)C2=C(C(=CC=C2)Cl)C)C1)C (3-chloro-N-[1-(3-chloro-2-methylbenzenesulphonyl)-2-methyl-1H-benzoimidazol-6-yl]-2-methyl-benzenesulphonamide). Solvent: C1CCOC1 (THF), O.CO (water methanol), CO.C(Cl)Cl (methanol DCM). Reaction conditions: time 48 hour. Product: ClC=1C(=C(C=CC1)S(=O)(=O)NC1=CC2=C(NC(=N2)C)C=C1)C (3-chloro-N-(2-methyl-1H-benzoimidazol-5-yl)-2-methylbenzenesulphonamide). As a reaction SMILES: ClC1C(C)=C(S(Cl)(=O)=O)C=CC=1.[Cl:13][C:14]1[C:15]([CH3:45])=[C:16]([S:20]([NH:23][C:24]2[CH:44]=[CH:43][C:27]3[N:28](S(C4C=CC=C(Cl)C=4C)(=O)=O)[C:29]([CH3:31])=[N:30][C:26]=3[CH:25]=2)(=[O:22])=[O:21])[CH:17]=[CH:18][CH:19]=1.ClC1C(C)=C(S(NC2C=CC3N=C(C)N(S(C4C=CC=C(Cl)C=4C)(=O)=O)C=3C=2)(=O)=O)C=CC=1.ON1C2C=CC=CC=2N=N1>C1COCC1.O.CO.CO.C(Cl)Cl>[Cl:13][C:14]1[C:15]([CH3:45])=[C:16]([S:20]([NH:23][C:24]2[CH:44]=[CH:43][C:27]3[NH:28][C:29]([CH3:31])=[N:30][C:26]=3[CH:25]=2)(=[O:22])=[O:21])[CH:17]=[CH:18][CH:19]=1 |f:5.6,7.8|. Procedure: The coupling reaction of 3-chloro-2-methylbenzenesulphonyl chloride (2 eq.) with 2-methylbenzimidazoel (1 eq.) under the condition described above yielded a mixture of 3-chloro-N-[1-(3-chloro-2-methylbenzenesulphonyl)-2-methyl-1H-benzoimidazol-5-yl]-2-methyl-benzenesulphonamide and 3-chloro-N-[1-(3-chloro-2-methylbenzenesulphonyl)-2-methyl-1H-benzoimidazol-6-yl]-2-methyl-benzenesulphonamide in 1:1 ratio as judged by HNMR. 1H NMR (270 MHz, DMSO): δ 10.7 (2H, s, 2×NH), 7.86-7.96 (3H, m, ArH), 7.65... Starting materials: ClC1=NC=CC(=C1)OC1=CC=C(C=C1)N (4-(2-chloro-pyridin-4-yloxy)-phenylamine), FC(C1=CC(=CC=C1)N=C=O)(F)F (α,α,α-trifluoro-m-tolyl-isocyanate). Run at time 4 hour. Yields the product ClC1=NC=CC(=C1)OC1=CC=C(C=C1)NC(=O)NC1=CC(=CC=C1)C(F)(F)F (1-[4-(2-Chloro-pyridin-4-yloxy)-phenyl]-3-(3-trifluoromethyl-pheny)-urea). As a reaction SMILES: [Cl:1][C:2]1[CH:7]=[C:6]([O:8][C:9]2[CH:14]=[CH:13][C:12]([NH2:15])=[CH:11][CH:10]=2)[CH:5]=[CH:4][N:3]=1.[F:16][C:17]([F:28])([F:27])[C:18]1[CH:23]=[CH:22][CH:21]=[C:20]([N:24]=[C:25]=[O:26])[CH:19]=1>>[Cl:1][C:2]1[CH:7]=[C:6]([O:8][C:9]2[CH:14]=[CH:13][C:12]([NH:15][C:25]([NH:24][C:20]3[CH:21]=[CH:22][CH:23]=[C:18]([C:17]([F:16])([F:27])[F:28])[CH:19]=3)=[O:26])=[CH:11][CH:10]=2)[CH:5]=[CH:4][N:3]=1. Reported procedure: The title compound is prepared as described in Example 102 but using 4-(2-chloro-pyridin-4-yloxy)-phenylamine (Example 105) and α,α,α-trifluoro-m-tolyl-isocyanate. The reaction mixture is stirred for 4 h. The title compound is obtained as a beige solid: ES-MS: 407.9 [M+H]+; single peak at tR=9.99 min (System 2); Rf=0.30 (CH2Cl2/Et2O, 90/10). The product is FC(C(=O)[O-])(F)F.FC=1C=C(C=C(C1)F)C[C@@H](C(N[C@@H]1C(N2CCC[C@H]2C(N2CCCC[C@H]2C(N[C@H](C(N2C[C@@H](C[C@H]2C(OC1)=O)C)=O)C)=O)=O)=O)=O)[NH3+] ((S)-2-(3,5-Difluorophenyl)-1-((3S,9S,13S,15R,19S,22S)-15, 19-Dimethyl-2,8,12,18,21-pentaoxo-11-oxa-1,7,17,20-tetraaza-tetracyclo[20.4.0.03,7.013,17]hexacos-9-ylcarbamoyl)-ethylammonium 2,2,2-trifluoroacetate). RXN SMILES: [F:1][C:2]1[CH:3]=[C:4]([CH2:9][C@H:10]([NH:47]C(=O)OC(C)(C)C)[C:11](=[O:46])[NH:12][C@H:13]2[CH2:38][O:37][C:36](=[O:39])[C@H:35]3[N:31]([CH2:32][C@H:33]([CH3:40])[CH2:34]3)[C:30](=[O:41])[C@H:29]([CH3:42])[NH:28][C:27](=[O:43])[C@H:26]3[N:21]([CH2:22][CH2:23][CH2:24][CH2:25]3)[C:20](=[O:44])[C@H:19]3[N:15]([CH2:16][CH2:17][CH2:18]3)[C:14]2=[O:45])[CH:5]=[C:6]([F:8])[CH:7]=1.ClCCl.[F:58][C:59]([F:64])([F:63])[C:60]([OH:62])=[O:61]>O>[F:58][C:59]([F:64])([F:63])[C:60]([O-:62])=[O:61].[F:8][C:6]1[CH:5]=[C:4]([CH2:9][C@H:10]([NH3+:47])[C:11](=[O:46])[NH:12][C@H:13]2[CH2:38][O:37][C:36](=[O:39])[C@H:35]3[N:31]([CH2:32][C@H:33]([CH3:40])[CH2:34]3)[C:30](=[O:41])[C@H:29]([CH3:42])[NH:28][C:27](=[O:43])[C@H:26]3[N:21]([CH2:22][CH2:23][CH2:24][CH2:25]3)[C:20](=[O:44])[C@H:19]3[N:15]([CH2:16][CH2:17][CH2:18]3)[C:14]2=[O:45])[CH:3]=[C:2]([F:1])[CH:7]=1 |f:4.5|. Conditions: time 45 minute. Run in O (water). Procedure details: 485 mg (0.64 mmol) of the compound from example 28A are introduced into dichloromethane (7 ml) at 0° C. 7 ml of a solution of 9 parts by volume of trifluoroacetic acid and 1 part of water are added and the reaction mixture is stirred for 45 min. The solvent is removed in vacuo and the residue is in each case taken up using dichloromethane and subsequently using toluene and concentrated to dryness. 588 mg of crude product are obtained, which is employed in the subsequent step without further puri... The reactants are FC=1C=C(C=C(C1)F)C[C@@H](C(N[C@@H]1C(N2CCC[C@H]2C(N2CCCC[C@H]2C(N[C@H](C(N2C[C@@H](C[C@H]2C(OC1)=O)C)=O)C)=O)=O)=O)=O)NC(OC(C)(C)C)=O (tert-Butyl [(S)-2-(3,5-difluorophenyl)-1-((3S,9S,13S,15R,19S,22S)-15,19-dimethyl-2,8,12,18,21-pentaoxo-11-oxa-1,7,17,20-tetraaza-tetracyclo-[20.4.0.03,7.013,17]hexacos-9-ylcarbamoyl)-ethyl]-carbamate), ClCCl (dichloromethane), solution, FC(C(=O)O)(F)F (trifluoroacetic acid). The reactants are C(C)C=1OC(=C(N1)C(=O)OCC)N (2-ethyl-4-carbethoxy-5-aminooxazole), FC1=C(C(=O)N=C=O)C(=CC=C1)F (2,6-difluorobenzoylisocyanate). Run in C(C)#N (acetonitrile). Conditions: temperature 25 celsius, time 3 hour. Product: FC1=C(C(=O)NC(=O)NC2=C(N=C(O2)CC)C(=O)OCC)C(=CC=C1)F (1-(2,6-difluorobenzoyl)-3-(2-ethyl-4-carbethoxy-5-oxazolyl)urea). Reaction SMILES: [CH2:1]([C:3]1[O:4][C:5]([NH2:13])=[C:6]([C:8]([O:10][CH2:11][CH3:12])=[O:9])[N:7]=1)[CH3:2].[F:14][C:15]1[CH:25]=[CH:24][CH:23]=[C:22]([F:26])[C:16]=1[C:17]([N:19]=[C:20]=[O:21])=[O:18]>C(#N)C>[F:14][C:15]1[CH:25]=[CH:24][CH:23]=[C:22]([F:26])[C:16]=1[C:17]([NH:19][C:20]([NH:13][C:5]1[O:4][C:3]([CH2:1][CH3:2])=[N:7][C:6]=1[C:8]([O:10][CH2:11][CH3:12])=[O:9])=[O:21])=[O:18]. Reported procedure: To 0.5 g. 2-ethyl-4-carbethoxy-5-aminooxazole dissolved in 20 ml. acetonitrile was added 0.7 g. 2,6-difluorobenzoylisocyanate under nitrogen at about 25° C. The reaction mixture was stirred at about 25° C. for 3 hours and the solid was collected. Yield 0.36 g. Starting materials: CCOC(=O)CBr, O=C([O-])[O-], CCOCC, COC(=O)c1sc(Br)c(Br)c1O, [K+], [K+], CN(C)C=O. The product is CCOC(=O)COc1c(C(=O)OC)sc(Br)c1Br. RXN SMILES: [Br:24][CH2:25][C:26](=[O:27])[O:28][CH2:29][CH3:30].[C:18](=[O:19])([O-:20])[O-:21].[CH3:31][CH2:32][O:33][CH2:34][CH3:35].[CH3:6][O:7][C:8](=[O:9])[c:10]1[s:11][c:12]([Br:17])[c:13]([Br:16])[c:14]1[OH:15].[K+:22].[K+:23].[O:1]=[CH:2][N:3]([CH3:4])[CH3:5]>>[CH3:6][O:7][C:8](=[O:9])[c:10]1[s:11][c:12]([Br:17])[c:13]([Br:16])[c:14]1[O:15][CH2:25][C:26](=[O:27])[O:28][CH2:29][CH3:30]. Reactants: CC#N, CCN(C(C)C)C(C)C, CN(C(=O)OCc1ccccc1)C1CCC(OCc2cc(C(F)(F)F)cc(C(F)(F)F)c2)C1c1ccccc1, NC(=O)CI. Product: CN(CC(N)=O)C1CCC(OCc2cc(C(F)(F)F)cc(C(F)(F)F)c2)C1c1ccccc1. As a reaction SMILES: [CH3:54][C:55]#[N:56].[CH:45]([N:46]([CH2:47][CH3:48])[CH:49]([CH3:50])[CH3:51])([CH3:52])[CH3:53].[F:1][C:2]([c:3]1[cH:4][c:5]([CH2:13][O:14][CH:15]2[CH:16]([c:32]3[cH:33][cH:34][cH:35][cH:36][cH:37]3)[CH:17]([N:20]([CH3:21])[C:22]([O:23][CH2:24][c:25]3[cH:26][cH:27][cH:28][cH:29][cH:30]3)=[O:31])[CH2:18][CH2:19]2)[cH:6][c:7]([C:9]([F:10])([F:11])[F:12])[cH:8]1)([F:38])[F:39].[I:40][CH2:41][C:42](=[O:43])[NH2:44]>>[F:1][C:2]([c:3]1[cH:4][c:5]([CH2:13][O:14][CH:15]2[CH:16]([c:32]3[cH:33][cH:34][cH:35][cH:36][cH:37]3)[CH:17]([N:20]([CH3:21])[CH2:22][C:42](=[O:43])[NH2:44])[CH2:18][CH2:19]2)[cH:6][c:7]([C:9]([F:10])([F:11])[F:12])[cH:8]1)([F:38])[F:39]. The reactants are example 33 ( B ), FC1=C(C(=O)NC=2C(=NNC2C2=CC=CC=C2)C)C=CC(=C1)F (2,4-difluoro-N-(3-methyl-5-phenyl-1H-pyrazol-4-yl)-benzamide), Cl[Sn](Cl)(Cl)Cl (SnCl4). The solvent is O (water). Yields the product FC1=C(C=CC(=C1)F)C1=NC2=C(C=3C=CC=CC13)NN=C2C (5-(2,4-Difluorophenyl)-3-methyl-1H-pyrazolo[4,3-c]isoquinoline). Reaction SMILES: [F:1][C:2]1[CH:22]=[C:21]([F:23])[CH:20]=[CH:19][C:3]=1[C:4]([NH:6][C:7]1[C:8]([CH3:18])=[N:9][NH:10][C:11]=1[C:12]1[CH:17]=[CH:16][CH:15]=[CH:14][CH:13]=1)=O.Cl[Sn](Cl)(Cl)Cl>O>[F:1][C:2]1[CH:22]=[C:21]([F:23])[CH:20]=[CH:19][C:3]=1[C:4]1[C:13]2[CH:14]=[CH:15][CH:16]=[CH:17][C:12]=2[C:11]2[NH:10][N:9]=[C:8]([CH3:18])[C:7]=2[N:6]=1. Procedure details: The preparation took place in analogy to example 33 (B) using 233 mg of 2,4-difluoro-N-(3-methyl-5-phenyl-1H-pyrazol-4-yl)-benzamide, except the reaction mixture was heated for 4 h after addition of SnCl4, and addition of water gave a tan precipitate. This material was triturated with hot methanol to give a solid that was further triturated with dichloromethane and methanol to give the title compound as a white solid.